This data is from the Open Reaction Database (ORD), a public repository of structured organic reaction records. The task is: describe an organic reaction: reactants, conditions, products, and yield Reactants: [Al+3], CCOC(C)=O, CCCCCCCCC1(C(=O)OCC)CCc2c(C)c(OCOC)c(C)c(C)c2O1, Cl, [H-], [H-], [H-], [H-], [Li+], C1CCOC1. The product is CCCCCCCCC1(CO)CCc2c(C)c(OCOC)c(C)c(C)c2O1. Reaction SMILES: [Al+3:37].[CH3:43][CH2:44][O:45][C:46](=[O:47])[CH3:48].[CH3:6][O:7][CH2:8][O:9][c:10]1[c:11]([CH3:35])[c:12]2[c:17]([c:18]([CH3:21])[c:19]1[CH3:20])[O:16][C:15]([C:22](=[O:23])[O:24][CH2:25][CH3:26])([CH2:27][CH2:28][CH2:29][CH2:30][CH2:31][CH2:32][CH2:33][CH3:34])[CH2:14][CH2:13]2.[ClH:42].[H-:36].[H-:39].[H-:40].[H-:41].[Li+:38].[O:1]1[CH2:2][CH2:3][CH2:4][CH2:5]1>>[CH3:6][O:7][CH2:8][O:9][c:10]1[c:11]([CH3:35])[c:12]2[c:17]([c:18]([CH3:21])[c:19]1[CH3:20])[O:16][C:15]([CH2:22][OH:23])([CH2:27][CH2:28][CH2:29][CH2:30][CH2:31][CH2:32][CH2:33][CH3:34])[CH2:14][CH2:13]2. Procedure details: To a solution of 0.402 g (1 mmole) of 1α,2α;6α,7α-diepoxy-21,21-dimethoxy-20-methylpregn-4-en-3-one in 30 ml of tetrahydrofuran was added 38 mg (1 mmole) of sodium borohydride at a temperature of 0° C. and the mixture was stirred at 0° C. for 30 minutes. The reaction mixture was diluted with water and neutralized by adding cold 1N-hydrochloric acid in small portions. From this mixture, the tetrahydrofuran was distilled off under reduced pressure at a temperature not exceeding 20° C. and the resi... As a reaction SMILES: [O:1]1[C:24]2=[C:25]3[C@:20]([CH3:27])([CH2:21][CH2:22][C:23]2=[O:26])[C@@H:19]2[C@H:4]([C@H:5]4[C@:16]([CH3:28])([CH2:17][CH2:18]2)[C@@H:8]([CH:9]([CH3:15])[CH:10]([O:13][CH3:14])[O:11][CH3:12])[CH2:7][CH2:6]4)[C@@H:3]2[O:29][C@:2]123.[BH4-].[Na+].Cl>O1CCCC1.O>[O:1]1[C:24]2=[C:25]3[C@:20]([CH3:27])([CH2:21][CH2:22][C@@H:23]2[OH:26])[C@@H:19]2[C@H:4]([C@H:5]4[C@:16]([CH3:28])([CH2:17][CH2:18]2)[C@@H:8]([CH:9]([CH3:15])[CH:10]([O:13][CH3:14])[O:11][CH3:12])[CH2:7][CH2:6]4)[C@@H:3]2[O:29][C@:2]123 |f:1.2|. Reaction conditions: temperature 0 celsius, time 30 minute. Starting materials: O1[C@@]23[C@H]([C@H]4[C@@H]5CC[C@H](C(C(OC)OC)C)[C@]5(CC[C@@H]4[C@]4(CCC(C1=C24)=O)C)C)O3 (6α,7α-diepoxy-21,21-dimethoxy-20-methylpregn-4-en-3-one), [BH4-].[Na+] (sodium borohydride), 1α,2α, Cl (hydrochloric acid). Isolated yield 62.0%. The solvent is O1CCCC1 (tetrahydrofuran), O (water). The product is O1[C@@]23[C@H]([C@H]4[C@@H]5CC[C@H](C(C(OC)OC)C)[C@]5(CC[C@@H]4[C@]4(CC[C@@H](C1=C24)O)C)C)O3 (6α,7α-diepoxy-21,21-dimethoxy-20-methylpregn-4-en-3β-ol). Starting materials: CS(=O)O, CS(C)=O, O=Cc1ccc(Cl)c(Cl)c1, [Na], O. Product: CS(=O)(=O)c1ccc(C=O)cc1Cl. Reaction SMILES: [CH3:12][S:13](=[O:14])[OH:15].[CH3:17][S:18]([CH3:19])=[O:20].[Cl:1][c:2]1[c:3]([Cl:10])[cH:4][c:5]([CH:6]=[O:7])[cH:8][cH:9]1.[Na:11].[OH2:16]>>[c:2]1([S:13]([CH3:12])(=[O:14])=[O:15])[c:3]([Cl:10])[cH:4][c:5]([CH:6]=[O:7])[cH:8][cH:9]1.